describe an organic reaction: reactants, conditions, products, and yield From a dataset of the Open Reaction Database (ORD), a public repository of structured organic reaction records. Starting materials: ClC=1C=C2C=C(NC2=C(C1)NC1CCCC1)C=1SC[C@H](N1)CCO (2-[(R)-2-(5-chloro-7-cyclopentylamino-1H-indol-2-yl)-4,5-dihydro-thiazol-4-yl]-ethanol), CNC (dimethylamine). The product is ClC=1C=C2C=C(NC2=C(C1)NC1CCCC1)C=1SC[C@H](N1)CCN(C)C ({5-Chloro-2-[(R)-4-(2-dimethylamino-ethyl)-4,5-dihydro-thiazol-2-yl]-1H-indol-7-yl}-cyclopentyl-amine). Reaction SMILES: [Cl:1][C:2]1[CH:3]=[C:4]2[C:8](=[C:9]([NH:11][CH:12]3[CH2:16][CH2:15][CH2:14][CH2:13]3)[CH:10]=1)[NH:7][C:6]([C:17]1[S:18][CH2:19][C@@H:20]([CH2:22][CH2:23]O)[N:21]=1)=[CH:5]2.[CH3:25][NH:26][CH3:27]>>[Cl:1][C:2]1[CH:3]=[C:4]2[C:8](=[C:9]([NH:11][CH:12]3[CH2:16][CH2:15][CH2:14][CH2:13]3)[CH:10]=1)[NH:7][C:6]([C:17]1[S:18][CH2:19][C@@H:20]([CH2:22][CH2:23][N:26]([CH3:27])[CH3:25])[N:21]=1)=[CH:5]2. Procedure details: 2-[(R)-2-(5-chloro-7-cyclopentylamino-1H-indol-2-yl)-4,5-dihydro-thiazol-4-yl]-ethanol prepared in Example 5 and dimethylamine were reacted according to the same procedure as Example 156 to give the title compound.